describe an organic reaction: reactants, conditions, products, and yield From a dataset of the Open Reaction Database (ORD), a public repository of structured organic reaction records. Reactants: COC(COC1=CC=C(C=C1)C=1C=C2C(=C(N(C2=CC1)CC1=CC=CC=C1)C)CC1=CC=CC=C1)=O ([4-(1,3-dibenzyl-2-methyl-1H-indol-5-yl)-phenoxy]-acetic acid methyl ester), [OH-].[K+] (KOH). Solvent: C1CCOC1.CO (THF MeOH). Yields the product C(C1=CC=CC=C1)N1C(=C(C2=CC(=CC=C12)C1=CC=C(OCC(=O)O)C=C1)CC1=CC=CC=C1)C ([4-(1,3-Dibenzyl-2-methyl-1H-indol-5-yl)-phenoxy]-acetic acid), product. Yield: 50.5%. As a reaction SMILES: C[O:2][C:3](=[O:36])[CH2:4][O:5][C:6]1[CH:11]=[CH:10][C:9]([C:12]2[CH:13]=[C:14]3[C:18](=[CH:19][CH:20]=2)[N:17]([CH2:21][C:22]2[CH:27]=[CH:26][CH:25]=[CH:24][CH:23]=2)[C:16]([CH3:28])=[C:15]3[CH2:29][C:30]2[CH:35]=[CH:34][CH:33]=[CH:32][CH:31]=2)=[CH:8][CH:7]=1.[OH-].[K+]>C1COCC1.CO>[CH2:21]([N:17]1[C:18]2[C:14](=[CH:13][C:12]([C:9]3[CH:10]=[CH:11][C:6]([O:5][CH2:4][C:3]([OH:36])=[O:2])=[CH:7][CH:8]=3)=[CH:20][CH:19]=2)[C:15]([CH2:29][C:30]2[CH:35]=[CH:34][CH:33]=[CH:32][CH:31]=2)=[C:16]1[CH3:28])[C:22]1[CH:23]=[CH:24][CH:25]=[CH:26][CH:27]=1 |f:1.2,3.4|. Procedure: The desired product was prepared using a procedure similar to step 2 of example 4. Thus, [4-(1,3-dibenzyl-2-methyl-1H-indol-5-yl)-phenoxy]-acetic acid methyl ester (0.147 g, 0.309 mmol) was reacted with 1N KOH (0.62 ml) in THF/MeOH (3 ml/2 ml) to give the product (0.072 g, 0.156 mmol, 50%) as a tan solid, mp 180-183° C. 1H NMR (DMSO-d6), δ 2.35 (s, 3H), 4.10 (s, 2H), 4.66 (s, 2H), 5.42 (s, 2H), 6.94 (d, J=8.9 Hz, 2H), 6.99 (d, J=7.0 Hz, 2H), 7.09-7.13 (m, 1H), 7.20-7.30 (m, 8H), 7.39 (d, J=8.4 H... Reactants: [H-].[Na+] (NaH), COC1=CC=C(CBr)C=C1 (4-methoxybenzyl bromide), C(CCC)[Li] (n-butyllithium), C(CC(=O)C)(=O)OCC (ethyl acetoacetate), C(CC(=O)C)(=O)OCC (ethyl acetoacetate), Cl (HCl). The solvent is CCCCCC (hexane), O1CCCC1 (tetrahydrofuran). Reaction conditions: temperature 10 celsius, time 15 minute. The product is COC1=CC=C(CCC(CC(=O)OCC)=O)C=C1 (Ethyl 4-(4-Methoxybenzyl)acetoacetate). As a reaction SMILES: [H-].[Na+].[C:3]([O:9][CH2:10][CH3:11])(=[O:8])[CH2:4][C:5]([CH3:7])=[O:6].C([Li])CCC.[CH3:17][O:18][C:19]1[CH:26]=[CH:25][C:22]([CH2:23]Br)=[CH:21][CH:20]=1.Cl>O1CCCC1.CCCCCC>[CH3:17][O:18][C:19]1[CH:26]=[CH:25][C:22]([CH2:23][CH2:7][C:5](=[O:6])[CH2:4][C:3]([O:9][CH2:10][CH3:11])=[O:8])=[CH:21][CH:20]=1 |f:0.1|. Reported procedure: Into a 3 l. 3-necked r.b. flask equipped with a mechanical stirrer, thermometer, dropping funnel, and nitrogen gas inlet was placed 24 g. (0.5 mole) of 50% NaH prewashed with hexane, and 1000 ml. of dry tetrahydrofuran. 65 g. (0.5 mole) of ethyl acetoacetate was then added dropwise at -10° to 0° C. using a dry ice-acetone bath. After addition of ethyl acetoacetate was finished, the mixture was gradually warmed up to 10° C. in the course of 15 minutes and then 240 ml. (0.528 mole) of 2.2 M n-buty... The reactants are FC(C(=O)O)(CC=C)F (2,2-difluoro-4-pentenoic acid), [P](Cl)(Cl)(Cl)Cl (phosphorus tetrachloride). Reaction conditions: time 20 minute. The product is FC(C(=O)Cl)(CC=C)F (2,2-Difluoro-4-pentenoic acid chloride). As a reaction SMILES: [F:1][C:2]([F:9])([CH2:6][CH:7]=[CH2:8])[C:3](O)=[O:4].[P](Cl)(Cl)(Cl)[Cl:11]>>[F:1][C:2]([F:9])([CH2:6][CH:7]=[CH2:8])[C:3]([Cl:11])=[O:4] |^1:9|. Reported procedure: In a round-bottomed flask with a distillation head, 57.2 g (0.42 mol) of 2,2-difluoro-4-pentenoic acid are slowly added dropwise to 102.0 g of phosphorus tetrachloride. After stirring for 20 minutes at RT, the reaction mixture is distilled, 42.1 g (65%) of the acid chloride passing over as a colourless oil at 92°-98° C./988 mbar. 1H-NMR (60 MHz, CDCl3): 6.0-5.0 (m, 3H); 2.9 (d x t, J=6; 16 Hz, 2H). Reactants: CO, COC(=O)c1ccccc1N1CCCC(CNC(=O)c2sc(-c3ccc(Cl)cc3)nc2C)C1, [K+], [OH-]. Product: Cc1nc(-c2ccc(Cl)cc2)sc1C(=O)NCC1CCCN(c2ccccc2C(=O)O)C1. Reaction SMILES: [CH3:36][OH:37].[Cl:1][c:2]1[cH:3][cH:4][c:5](-[c:8]2[s:9][c:10]([C:14](=[O:15])[NH:16][CH2:17][CH:18]3[CH2:19][N:20]([c:24]4[c:25]([C:26](=[O:27])[O:28][CH3:29])[cH:30][cH:31][cH:32][cH:33]4)[CH2:21][CH2:22][CH2:23]3)[c:11]([CH3:13])[n:12]2)[cH:6][cH:7]1.[K+:35].[OH-:34]>>[Cl:1][c:2]1[cH:3][cH:4][c:5](-[c:8]2[s:9][c:10]([C:14](=[O:15])[NH:16][CH2:17][CH:18]3[CH2:19][N:20]([c:24]4[c:25]([C:26](=[O:27])[OH:28])[cH:30][cH:31][cH:32][cH:33]4)[CH2:21][CH2:22][CH2:23]3)[c:11]([CH3:13])[n:12]2)[cH:6][cH:7]1. Reactants: ClCCCl, CN(C)c1ccncc1, NC(=O)c1ccc2[nH]c(-c3ccc(OCCC4CCCCN4)cc3)nc2c1, CN(C)C=O, O=C(O)c1ccccc1. The product is NC(=O)c1ccc2[nH]c(-c3ccc(OCCC4CCCCN4C(=O)c4ccccc4)cc3)nc2c1. RXN SMILES: [CH2:10]([Cl:11])[CH2:12][Cl:13].[CH3:46][N:47]([c:48]1[cH:49][cH:50][n:51][cH:52][cH:53]1)[CH3:54].[NH:14]1[CH:15]([CH2:20][CH2:21][O:22][c:23]2[cH:24][cH:25][c:26](-[c:29]3[n:30][c:31]4[c:32]([nH:33]3)[cH:34][cH:35][c:36]([C:38](=[O:39])[NH2:40])[cH:37]4)[cH:27][cH:28]2)[CH2:16][CH2:17][CH2:18][CH2:19]1.[O:41]=[CH:42][N:43]([CH3:44])[CH3:45].[OH:1][C:2](=[O:3])[c:4]1[cH:5][cH:6][cH:7][cH:8][cH:9]1>>[C:2](=[O:3])([c:4]1[cH:5][cH:6][cH:7][cH:8][cH:9]1)[N:14]1[CH:15]([CH2:20][CH2:21][O:22][c:23]2[cH:24][cH:25][c:26](-[c:29]3[n:30][c:31]4[c:32]([nH:33]3)[cH:34][cH:35][c:36]([C:38](=[O:39])[NH2:40])[cH:37]4)[cH:27][cH:28]2)[CH2:16][CH2:17][CH2:18][CH2:19]1.